From a dataset of the Open Reaction Database (ORD), a public repository of structured organic reaction records. describe an organic reaction: reactants, conditions, products, and yield RXN SMILES: [CH:1]([CH:4]1[NH:8][C:7](=[O:9])[NH:6][C:5]1=[O:10])([CH3:3])[CH3:2].[Cl-].[Li+].[CH2:13]1[O:16][CH:14]1[CH3:15]>OS(O)(=O)=O.CN(C)C=O>[OH:16][CH:14]([CH3:13])[CH2:15][N:8]1[CH:4]([CH:1]([CH3:3])[CH3:2])[C:5](=[O:10])[N:6]([CH2:13][CH:14]([OH:16])[CH3:15])[C:7]1=[O:9] |f:1.2|. The reagents and catalysts are OS(=O)(=O)O (H2SO4). Run in CN(C=O)C (dimethylformamide). Starting materials: C(C)(C)C1C(NC(N1)=O)=O (5-isopropylhydantoin), [Cl-].[Li+] (lithium chloride), C1C(C)O1 (propene oxide). Reported procedure: A mixture of 995.0 g of 5-isopropylhydantoin (7 mols), 2000 ml of dimethylformamide and 14.8 g of lithium chloride is stirred at 50° C. 1220 g of propene oxide (21 mols) are slowly added dropwise over the course of 6 hours. Thereafter the temperature is gradually raised to 70° C. and after a total of 15 hours the reaction mixture is allowed to cool. It is adjusted to pH=7 with a few drops of 2 N H2SO4 and the pale yellow solution is filtered. The solution is completely concentrated at 90° C. bat... Product: OC(CN1C(=O)N(C(=O)C1C(C)C)CC(C)O)C (1,3-Di-(β-hydroxy-n-propyl)-5-isopropylhydantoin). Run at temperature 50 celsius. Reactants: Pd(dppf)Cl2CH2Cl2, CC(C)(C)[O-].[Na+] (NaOt-Bu), ClC1=NC=CC=C1F (2-chloro-3-fluoropyridine), C(C=C)N (allylamine). Reagents/catalysts: C1=CC=C(C=C1)P([C-]2C=CC=C2)C3=CC=CC=C3.C1=CC=C(C=C1)P([C-]2C=CC=C2)C3=CC=CC=C3.[Fe+2] (dppf). The solvent is C1CCOC1 (THF). Reaction conditions: temperature 67.5 celsius. Yields the product C(C=C)NC1=NC=CC=C1F (N-allyl-3-fluoropyridin-2-amine), Cl (HCl). Yield: 438.8%. RXN SMILES: CC([O-])(C)C.[Na+].[Cl:7][C:8]1[C:13]([F:14])=[CH:12][CH:11]=[CH:10][N:9]=1.[CH2:15]([NH2:18])[CH:16]=[CH2:17]>C1COCC1.C1C=CC(P(C2C=CC=CC=2)[C-]2C=CC=C2)=CC=1.C1C=CC(P(C2C=CC=CC=2)[C-]2C=CC=C2)=CC=1.[Fe+2]>[CH2:15]([NH:18][C:8]1[C:13]([F:14])=[CH:12][CH:11]=[CH:10][N:9]=1)[CH:16]=[CH2:17].[ClH:7] |f:0.1,5.6.7|. Procedure details: To a preformed bright-yellow complex of Pd(dppf)Cl2CH2Cl2 (41 mg, 0.05 mmol), dppf (83 mg, 0.15 mmol) and NaOt-Bu (1.4 g, 15 mmol) in THF (20 mL) was added 2-chloro-3-fluoropyridine (1.32 g, 10 mmol) and allylamine (1.2 mL, 15 mmol). The mixture was sparged with nitrogen and the pressure vessel was capped and sealed. The reaction was heated at 65-70° C. for 16 hours. The cooled reaction was filtered through a plug of Celite and the pad was washed with EtOAc (30 mL). The solvent was removed under... The reactants are CN(C(N(N)C1=CC(=C(C=C1)F)Cl)=O)C (4,4-dimethyl-2-(3-chloro-4-fluorophenyl)semicarbazide), FC(C=1C=C(C=CC1)C(C)=O)(F)F (m-trifluoromethylacetophenone), C1=CC=CC=C1 (benzene). The product is FC(CC(=O)C1=CC=CC=C1)(F)F (2-trifluoromethylacetophenone). RXN SMILES: CN(C)C(=[O:14])N(C1C=CC(F)=C(Cl)C=1)N.[F:16][C:17]([F:28])([F:27])[C:18]1C=C(C(=O)C)C=C[CH:23]=1.[CH:29]1[CH:34]=[CH:33][CH:32]=[CH:31][CH:30]=1>>[F:16][C:17]([F:28])([F:27])[CH2:18][C:23]([C:29]1[CH:34]=[CH:33][CH:32]=[CH:31][CH:30]=1)=[O:14]. Procedure details: To a solution of 10 grams of 4,4-dimethyl-2-(3-chloro-4-fluorophenyl)semicarbazide in 200 milliliters of benzene was added 8.1 grams of m-trifluoromethylacetophenone. This mixture was stirred and heated at reflux for 18 hours. The solvent was removed and the residue purified by silica chromatography to give 13 grams (75.1 yield) of 2-trifluoromethylacetophenone, 4,4-dimethyl-2-(3-chloro-4-fluorophenyl) semicarbazone as an amber syrup. Starting materials: CCO, [Cl-], O=C(O)c1ccccc1Nc1ccc([N+](=O)[O-])cc1[N+](=O)[O-], N, [NH4+], O. Yields the product Nc1cc([N+](=O)[O-])ccc1Nc1ccccc1C(=O)O. As a reaction SMILES: [CH3:26][CH2:27][OH:28].[Cl-:23].[N+:1]([O-:2])(=[O:3])[c:4]1[c:5]([NH:13][c:14]2[c:15]([C:16](=[O:17])[OH:18])[cH:19][cH:20][cH:21][cH:22]2)[cH:6][cH:7][c:8]([N+:10](=[O:11])[O-:12])[cH:9]1.[NH3:25].[NH4+:24].[OH2:29]>>[NH2:1][c:4]1[c:5]([NH:13][c:14]2[c:15]([C:16](=[O:17])[OH:18])[cH:19][cH:20][cH:21][cH:22]2)[cH:6][cH:7][c:8]([N+:10](=[O:11])[O-:12])[cH:9]1. Reactants: BrCC(=O)C1=CC=C(C=C1)S(=O)(=O)C (2-bromo-1-[4-(methylsulfonyl)phenyl]ethanone), S1C=C(C=C1)C1=CC=C(C=C1)CC(=O)O (4-(3-thienyl)phenylacetic acid), C1CCC2=NCCCN2CC1 (DBU), Cl (HCl), ice water. The solvent is CCN(CC)CC (Et3N), C(C)#N (acetonitrile). Run at time 20 minute. The product is S1C=C(C=C1)C1=CC=C(C=C1)C=1C(OCC1C1=CC=C(C=C1)S(=O)(=O)C)=O (3-[4-(3-Thienyl)phenyl]-4-[4-(methylsulfonyl)phenyl]-2-(5H)-furanone). Isolated yield 42.0%. Reaction SMILES: Br[CH2:2][C:3]([C:5]1[CH:10]=[CH:9][C:8]([S:11]([CH3:14])(=[O:13])=[O:12])=[CH:7][CH:6]=1)=O.[S:15]1[CH:19]=[CH:18][C:17]([C:20]2[CH:25]=[CH:24][C:23]([CH2:26][C:27]([OH:29])=[O:28])=[CH:22][CH:21]=2)=[CH:16]1.C1CCN2C(=NCCC2)CC1.Cl>C(#N)C.CCN(CC)CC>[S:15]1[CH:19]=[CH:18][C:17]([C:20]2[CH:21]=[CH:22][C:23]([C:26]3[C:27](=[O:29])[O:28][CH2:2][C:3]=3[C:5]3[CH:6]=[CH:7][C:8]([S:11]([CH3:14])(=[O:13])=[O:12])=[CH:9][CH:10]=3)=[CH:24][CH:25]=2)=[CH:16]1. Procedure: To a suspension of 2-bromo-1-[4-(methylsulfonyl)phenyl]ethanone (0.27 g, 1 mmol) and 4-(3-thienyl)phenylacetic acid (0.19 g, 0.9 mmol) in acetonitrile (5 mL) was added Et3N (0.33 mL) at 0° C. under nitrogen. After stirring for 20 minutes at room temperature, the mixture was chilled in ice bath. DBU (0.29 mL) was added to the mixture, and stirred for 20 minutes at 0° C. To the mixture was added 1N HCl solution (8 mL) and ice-water (10 mL), and the mixture was stirred for 2 minutes. The whole was ... Starting materials: [BH4-], CCOCC, [Cl-], [Cl-], Cl, CCOC(=O)C(Cc1ccc(C)c(OC(F)(F)C(F)F)c1)C(=O)c1ccc(F)cc1, [Na+], O, [Zn+2]. The product is CCOC(=O)C(Cc1ccc(C)c(OC(F)(F)C(F)F)c1)C(O)c1ccc(F)cc1. Reaction SMILES: [BH4-:1].[CH3:35][CH2:36][O:37][CH2:38][CH3:39].[Cl-:40].[Cl-:42].[ClH:33].[F:3][c:4]1[cH:5][cH:6][c:7]([C:10]([CH:11]([C:12](=[O:13])[O:14][CH2:15][CH3:16])[CH2:17][c:18]2[cH:19][c:20]([O:25][C:26]([CH:27]([F:28])[F:29])([F:30])[F:31])[c:21]([CH3:24])[cH:22][cH:23]2)=[O:32])[cH:8][cH:9]1.[Na+:2].[OH2:34].[Zn+2:41]>>[F:3][c:4]1[cH:5][cH:6][c:7]([CH:10]([CH:11]([C:12](=[O:13])[O:14][CH2:15][CH3:16])[CH2:17][c:18]2[cH:19][c:20]([O:25][C:26]([CH:27]([F:28])[F:29])([F:30])[F:31])[c:21]([CH3:24])[cH:22][cH:23]2)[OH:32])[cH:8][cH:9]1.